The task is: describe an organic reaction: reactants, conditions, products, and yield. This data is from the Open Reaction Database (ORD), a public repository of structured organic reaction records. Yields the product CCC1(C=O)CCCN(CCc2c[nH]c3ccc(F)cc23)C1=O. Reaction SMILES: [CH2:1]([CH3:2])[C:3]1([CH:22]([O:23][CH2:27][CH3:28])[O:24][CH2:25][CH3:26])[C:4](=[O:21])[N:5]([CH2:9][CH2:10][c:11]2[cH:12][nH:13][c:14]3[cH:15][cH:16][c:17]([F:20])[cH:18][c:19]23)[CH2:6][CH2:7][CH2:8]1.[CH3:29][C:30](=[O:31])[OH:32].[Cl:34][CH:35]([Cl:36])[Cl:37].[OH2:33]>>[CH2:1]([CH3:2])[C:3]1([CH:22]=[O:23])[C:4](=[O:21])[N:5]([CH2:9][CH2:10][c:11]2[cH:12][nH:13][c:14]3[cH:15][cH:16][c:17]([F:20])[cH:18][c:19]23)[CH2:6][CH2:7][CH2:8]1. The reactants are CCOC(OCC)C1(CC)CCCN(CCc2c[nH]c3ccc(F)cc23)C1=O, CC(=O)O, ClC(Cl)Cl, O.